This data is from the Open Reaction Database (ORD), a public repository of structured organic reaction records. The task is: describe an organic reaction: reactants, conditions, products, and yield The product is C(C(C)C)N1C=NC2=C(C=C3C=CC=NC3=C21)N (1-isobutyl-1H-imidazo quinolin-4-amine). The solvent is CO (methanol). Starting materials: C(C(C)C)N1C=NC=2C(=NC=3C=CC=CC3C21)N (1-Isobutyl-1H-imidazo[4,5-c]quinolin-4-amine), C(C=C)(=O)N (acrylamide), C(C)(=O)OCC (ethyl acetate), CC(CN1C=NC=2C(=NC=3C=CC=CC3C21)N)C (1-(2-methylpropyl)-1Himidazo[4,5-c]quinolin-4-amine), C(C=C)(=O)OCCCCCC(C)C (isooctyl acrylate). RXN SMILES: C([N:5]1[C:17]2[C:16]3[CH:15]=[CH:14][CH:13]=[CH:12][C:11]=3[N:10]=[C:9](N)[C:8]=2[N:7]=[CH:6]1)C(C)C.C(OCCCC[CH2:28][CH:29]([CH3:31])[CH3:30])(=O)C=C.C([NH2:36])(=O)C=C.C(OCC)(=O)C>CO>[CH2:28]([N:7]1[C:8]2[C:17](=[C:16]([NH2:36])[CH:15]=[C:14]3[C:9]=2[N:10]=[CH:11][CH:12]=[CH:13]3)[N:5]=[CH:6]1)[CH:29]([CH3:31])[CH3:30]. Reported procedure: Using the general method of Example 17 the formulations shown below are prepared. 1-Isobutyl-1H-imidazo[4,5-c]quinolin-4-amine or 1-(2-methylpropyl)-1Himidazo[4,5-c]quinolin-4-amine that had been ground with a mortar and pestle was used. The adhesive was the 93:7 isooctyl acrylate:acrylamide copolymer prepared in Preparative Method 1 above. The solvent was 90:10 ethyl acetate:methanol. All formulations in the following Table 8 were mixed at room temperature. The reactants are CN(C)C=O, O=S(=O)(Nc1c(Cl)cccc1Cl)c1nc[nH]n1, C1CCC2=NCCCN2CC1, Cc1ccc(S(=O)(=O)c2nc(C)cc(C)n2)cc1. The product is Cc1cc(C)nc(-n2cnc(S(=O)(=O)Nc3c(Cl)cccc3Cl)n2)n1. RXN SMILES: [CH3:47][N:48]([CH3:49])[CH:50]=[O:51].[Cl:1][c:2]1[c:3]([NH:9][S:10](=[O:11])(=[O:12])[c:13]2[n:14][nH:15][cH:16][n:17]2)[c:4]([Cl:8])[cH:5][cH:6][cH:7]1.[N:36]12[CH2:37][CH2:38][CH2:39][N:40]=[C:41]1[CH2:42][CH2:43][CH2:44][CH2:45][CH2:46]2.[c:18]1([CH3:19])[cH:20][cH:21][c:22]([S:23](=[O:24])(=[O:25])[c:27]2[n:28][c:29]([CH3:34])[cH:30][c:31]([CH3:33])[n:32]2)[cH:26][cH:35]1>>[Cl:1][c:2]1[c:3]([NH:9][S:10](=[O:11])(=[O:12])[c:13]2[n:14][n:15](-[c:27]3[n:28][c:29]([CH3:34])[cH:30][c:31]([CH3:33])[n:32]3)[cH:16][n:17]2)[c:4]([Cl:8])[cH:5][cH:6][cH:7]1. Starting materials: [Mg+]Cc1ccccc1, [Cl-], [Cl-], ClCCl, [NH4+], O=[Mn]=O, ON1CCOCC1. Yields the product ON1CCOCC1Cc1ccccc1. Reaction SMILES: [CH2:9]([c:10]1[cH:11][cH:12][cH:13][cH:14][cH:15]1)[Mg+:16].[Cl-:17].[Cl-:8].[Cl:19][CH2:20][Cl:21].[NH4+:18].[O:22]=[Mn:23]=[O:24].[OH:1][N:2]1[CH2:3][CH2:4][O:5][CH2:6][CH2:7]1>>[OH:1][N:2]1[CH2:3][CH2:4][O:5][CH2:6][CH:7]1[CH2:9][c:10]1[cH:11][cH:12][cH:13][cH:14][cH:15]1. The reactants are BrB(Br)Br, ClCCl, COc1cc2cnn(-c3ccc(F)cc3)c2cc1Cl. Yields the product Oc1cc2cnn(-c3ccc(F)cc3)c2cc1Cl. As a reaction SMILES: [B:20]([Br:21])([Br:22])[Br:23].[Cl:24][CH2:25][Cl:26].[F:1][c:2]1[cH:3][cH:4][c:5](-[n:8]2[n:9][cH:10][c:11]3[cH:12][c:13]([O:18][CH3:19])[c:14]([Cl:17])[cH:15][c:16]23)[cH:6][cH:7]1>>[F:1][c:2]1[cH:3][cH:4][c:5](-[n:8]2[n:9][cH:10][c:11]3[cH:12][c:13]([OH:18])[c:14]([Cl:17])[cH:15][c:16]23)[cH:6][cH:7]1. Starting materials: CC(=O)O, CCOC(C)=O, N#C[Cu], O=N[O-], [Na+], O, CC(Nc1nccc(-n2cnc3cc(N)ccc32)n1)c1ccccc1, c1ccncc1. The product is CC(Nc1nccc(-n2cnc3cc(-c4ccccn4)ccc32)n1)c1ccccc1. RXN SMILES: [CH3:39][C:40](=[O:41])[OH:42].[CH3:44][CH2:45][O:46][C:47](=[O:48])[CH3:49].[Cu:36][C:37]#[N:38].[N:26]([O-:27])=[O:28].[Na+:29].[OH2:43].[c:1]1([CH:7]([CH3:8])[NH:9][c:10]2[n:11][cH:12][cH:13][c:14](-[n:16]3[cH:17][n:18][c:19]4[c:20]3[cH:21][cH:22][c:23]([NH2:25])[cH:24]4)[n:15]2)[cH:2][cH:3][cH:4][cH:5][cH:6]1.[cH:30]1[cH:31][cH:32][n:33][cH:34][cH:35]1>>[c:1]1([CH:7]([CH3:8])[NH:9][c:10]2[n:11][cH:12][cH:13][c:14](-[n:16]3[cH:17][n:18][c:19]4[c:20]3[cH:21][cH:22][c:23](-[c:32]3[cH:31][cH:30][cH:35][cH:34][n:33]3)[cH:24]4)[n:15]2)[cH:2][cH:3][cH:4][cH:5][cH:6]1. Yields the product C(C1=CC=CC=C1)(=O)O (benzoic acid). Reactants: C(C1=CC=CC=C1)(=O)OCC1=CC=C(C=C1)[N+](=O)[O-] (p-nitrobenzyl benzoate). Conditions: time 3 hour. Procedure details: To a solution of 160 mg of p-nitrobenzyl benzoate in 5 ml of tetrahydrofuran and 5 ml of 0.35M phosphate buffer (pH 6.1) was added 1.6 g of zinc powder and the mixture was stirred for 3 hours at room temperature. After the reaction, the reaction mixture was filtered using Celite, and the pH of the filtrate was adjusted to an alkaline side by adding sodium carbonate. It was then washed with 10 ml of ethyl acetate twice. The aqueous layer was acidified and then extracted with ethyl acetate (10 ml×... The yield is 76.4%. Reaction SMILES: [C:1]([O:9]CC1C=CC([N+]([O-])=O)=CC=1)(=[O:8])[C:2]1[CH:7]=[CH:6][CH:5]=[CH:4][CH:3]=1>O1CCCC1.P([O-])([O-])([O-])=O.[Zn]>[C:1]([OH:9])(=[O:8])[C:2]1[CH:7]=[CH:6][CH:5]=[CH:4][CH:3]=1. Run in O1CCCC1 (tetrahydrofuran), P(=O)([O-])([O-])[O-] (phosphate). Reagents/catalysts: [Zn] (zinc).